Dataset: the Open Reaction Database (ORD), a public repository of structured organic reaction records. Task: describe an organic reaction: reactants, conditions, products, and yield The reactants are C([O-])([O-])=O.[K+].[K+] (potassium carbonate), S(=O)(=O)(OC)OC (dimethyl sulfate), CC(CC)=O (2-butanone), C(C)(=O)NC1=CC=C(C(C=C1)=O)O (5-(acetylamino)-2-hydroxy-2,4,6-cycloheptatrien-1-one). Yields the product COC=1C(C=CC(=CC1)NC(CC)=O)=O (2-methoxy-5-(N-methylacetylamino)-2,4,6-cycloheptatrien-1-one). Reaction SMILES: C([NH:4][C:5]1[CH:11]=[CH:10]C(=O)[C:8]([OH:13])=[CH:7][CH:6]=1)(=O)C.[C:14](=[O:17])([O-])[O-].[K+].[K+].S(OC)(O[CH3:24])(=O)=O.C[C:28](=[O:31])[CH2:29][CH3:30]>>[CH3:24][O:13][C:8]1[C:14](=[O:17])[CH:10]=[CH:11][C:5]([NH:4][C:28](=[O:31])[CH2:29][CH3:30])=[CH:6][CH:7]=1 |f:1.2.3|. Reported procedure: A stirred mixture of 5-(acetylamino)-2-hydroxy-2,4,6-cycloheptatrien-1-one (148 g), described by T. Nozoe et al., Proc. Japan Acad., 27, 188 (1951), anhydrous potassium carbonate (300 g), dimethyl sulfate (300 g) and 2-butanone (3 l) was heated at reflux for 20 hr. The hot mixture was filtered and the filtrate was set aside. The collected solid was mixed with fresh quantities of potassium carbonate (300 g), dimethyl sulfate (300 g) and 2-butanone (3 l). The resulting mixture was heated at reflux... Reactants: BrC1=C(C#N)C=CC=C1 (o-bromobenzonitrile), Cl (hydrochloric acid). The reagents and catalysts are Cl[Pd]Cl.C=1C=CC(=CC1)P(CCCP(C=2C=CC=CC2)C=3C=CC=CC3)C=4C=CC=CC4 (PdCl2 dppp). Conditions: time 15 minute. Product: C1(=CC=C(C=C1)C1=C(C#N)C=CC=C1)C (o-(p-tolyl)benzonitrile). Yield: 96.0%. As a reaction SMILES: Br[C:2]1[CH:9]=[CH:8][CH:7]=[CH:6][C:3]=1[C:4]#[N:5].Cl>Cl[Pd]Cl.C1C=CC(P(C2C=CC=CC=2)CCCP(C2C=CC=CC=2)C2C=CC=CC=2)=CC=1>[C:3]1([CH3:4])[CH:6]=[CH:7][C:8]([C:2]2[CH:9]=[CH:8][CH:7]=[CH:6][C:3]=2[C:4]#[N:5])=[CH:9][CH:2]=1 |f:2.3|. Procedure details: PdCl2/dppp (0.023 g, 1 mol %) is added and then o-bromobenzonitrile (0.72 g, 3.955 mmol) is added. The temperature rises from +10 to +300° C. over 15 min and then slowly falls to +250° C. After stirring for 3 hours at room temperature, the reaction mixture is hydrolysed using a 1N hydrochloric acid solution (15 ml). After extracting with ethyl ether, the organic phase is dried over potassium carbonate, filtered and then evaporated under vacuum. The oil thus formed is subsequently purified by chr... Run in O1CCOCC1 (dioxane). Reported procedure: A 48-mL sealed tube equipped with a magnetic stirring bar was charged with benzophenone imine (0.43 g, 2.4 mmol), 3,5-dibromo-1-methyl-1H-pyridin-2-one (1) (0.51 g, 2.0 mmol), Pd(OAc)2 (0.025 g, 0.040 mmol), rac-BINAP (0.082 g, 0.13 mmol), and Cs2CO3 (0.92 g, 2.8 mmol) in dioxane (15 mL). After the mixture was degassed for 15 min., it was heated at 95° C. for 16 h. Then, the reaction mixture was cooled to room temperature and poured into H2O (10 mL). To this was added dichloromethane and the lay... Reaction conditions: temperature 95 celsius, time 1 hour. The product is NC=1C(N(C=C(C1)Br)C)=O (3-Amino-5-bromo-1-methyl-1H-pyridin-2-one). Reactants: C(C1=CC=CC=C1)(C1=CC=CC=C1)=N (benzophenone imine), BrC=1C(N(C=C(C1)Br)C)=O (3,5-Dibromo-1-methyl-1H-pyridin-2-one), C=1C=CC(=CC1)P(C=2C=CC=CC2)C3=CC=C4C=CC=CC4=C3C5=C6C=CC=CC6=CC=C5P(C=7C=CC=CC7)C=8C=CC=CC8 (rac-BINAP), C(=O)([O-])[O-].[Cs+].[Cs+] (Cs2CO3). The reagents and catalysts are CC(=O)[O-].CC(=O)[O-].[Pd+2] (Pd(OAc)2). RXN SMILES: C(=[NH:14])(C1C=CC=CC=1)C1C=CC=CC=1.Br[C:16]1[C:17](=[O:24])[N:18]([CH3:23])[CH:19]=[C:20]([Br:22])[CH:21]=1.C1C=CC(P(C2C(C3C(P(C4C=CC=CC=4)C4C=CC=CC=4)=CC=C4C=3C=CC=C4)=C3C(C=CC=C3)=CC=2)C2C=CC=CC=2)=CC=1.C([O-])([O-])=O.[Cs+].[Cs+]>O1CCOCC1.CC([O-])=O.CC([O-])=O.[Pd+2]>[NH2:14][C:16]1[C:17](=[O:24])[N:18]([CH3:23])[CH:19]=[C:20]([Br:22])[CH:21]=1 |f:3.4.5,7.8.9|. Yield: 54.2%. The reactants are C1(O)=CC=C(O)C=C1 (hydroquinone), [OH-].[K+] (KOH), [OH-].[K+] (KOH), crystals, BrCCCCCCCCBr (1,8-dibromooctane), [OH-].[K+] (KOH), dibromide. Run in O (water), O (water). Reaction conditions: time 90 minute. Yields the product OC1=CC=C(OCCCCCCCCOC2=CC=C(C=C2)O)C=C1 (1,8-BIS(4-HYDROXYPHENOXY)OCTANE). The yield is 99.0%. RXN SMILES: [C:1]1([CH:8]=[CH:7][C:5]([OH:6])=[CH:4][CH:3]=1)[OH:2].Br[CH2:10][CH2:11][CH2:12][CH2:13][CH2:14][CH2:15][CH2:16][CH2:17]Br.[OH-:19].[K+]>O>[OH:2][C:1]1[CH:8]=[CH:7][C:5]([O:6][CH2:10][CH2:11][CH2:12][CH2:13][CH2:14][CH2:15][CH2:16][CH2:17][O:19][C:5]2[CH:7]=[CH:8][C:1]([OH:2])=[CH:3][CH:4]=2)=[CH:4][CH:3]=1 |f:2.3|. Procedure details: A five neck five liter round bottom flask equipped with a mechanical stirrer, two condensers, and a dropping funnel is purged with nitrogen then charged under a nitrogen blanket with 1.1 kg (10.0 moles) hydroquinone, 350 grams deionized water, and 272.0 grams (1.0 moles) 1,8-dibromooctane. The reaction mass becomes a stirable slurry as it is slowly heated to reflux under a slow nitrogen purge. A solution of 184 grams (2.7 moles) 85% KOH pellets in 184 grams water is added dropwise under a nitrog...